This data is from the Open Reaction Database (ORD), a public repository of structured organic reaction records. The task is: describe an organic reaction: reactants, conditions, products, and yield Starting materials: Cl (hydrochloric acid), FC1=C(C=C(C(=C1)[N+](=O)[O-])F)C (1,4-difluoro-2-methyl-5-nitrobenzene), C(C1=CC=CC=C1)OC(CC#N)=O (cyanoacetic acid benzyl ester), C([O-])([O-])=O.[K+].[K+] (potassium carbonate). Run in CN(C=O)C (N,N-dimethylformamide). Run at temperature 60 celsius, time 1 day. The product is C(C1=CC=CC=C1)OC(C(C1=C(C=C(C(=C1)C)F)[N+](=O)[O-])C#N)=O (Cyano-(4-fluoro-5-methyl-2-nitrophenyl)acetic acid benzyl ester). Yield: 81.4%. Reaction SMILES: [F:1][C:2]1[CH:7]=[C:6]([N+:8]([O-:10])=[O:9])[C:5](F)=[CH:4][C:3]=1[CH3:12].[CH2:13]([O:20][C:21](=[O:25])[CH2:22][C:23]#[N:24])[C:14]1[CH:19]=[CH:18][CH:17]=[CH:16][CH:15]=1.C(=O)([O-])[O-].[K+].[K+].Cl>CN(C)C=O>[CH2:13]([O:20][C:21](=[O:25])[CH:22]([C:23]#[N:24])[C:5]1[CH:4]=[C:3]([CH3:12])[C:2]([F:1])=[CH:7][C:6]=1[N+:8]([O-:10])=[O:9])[C:14]1[CH:19]=[CH:18][CH:17]=[CH:16][CH:15]=1 |f:2.3.4|. Reported procedure: A suspension of 1,4-difluoro-2-methyl-5-nitrobenzene (1.00 g), cyanoacetic acid benzyl ester (1.01 g) and potassium carbonate (1.76 g) in N,N-dimethylformamide (20.0 mL) was stirred at 60° C. for 1 day. To this reaction mixture was added 1 mol/L hydrochloric acid (25.4 mL), and this mixture was extracted with diethyl ether. This organic layer was washed with brine, and dried over anhydrous magnesium sulfate, and filtered. The solvent was removed under reduced pressure. This residue was washed wi... The reactants are CCOCC, O, O, OCCO, Cc1ccc(S(=O)(=O)O)cc1, c1ccccc1, O=Cc1nccs1. The product is c1csc(C2OCCO2)n1. RXN SMILES: [CH3:30][CH2:31][O:32][CH2:33][CH3:34].[OH2:18].[OH2:35].[OH:14][CH2:15][CH2:16][OH:17].[c:19]1([CH3:20])[cH:21][cH:22][c:23]([S:24]([OH:25])(=[O:26])=[O:27])[cH:28][cH:29]1.[cH:1]1[cH:2][cH:3][cH:4][cH:5][cH:6]1.[s:7]1[c:8]([CH:12]=[O:13])[n:9][cH:10][cH:11]1>>[s:7]1[c:8]([CH:12]2[O:13][CH2:16][CH2:15][O:14]2)[n:9][cH:10][cH:11]1. The reactants are OCCNC1=C(C(N(C2=CC=CC=C12)C1=CC=CC=C1)=O)C(=O)OCC (ethyl 4-(2-hydroxyethylamino)-2-oxo-1-phenyl-1,2-dihydroquinoline-3-carboxylate), C(Br)(Br)(Br)Br (carbon tetrabromide), C1(=CC=CC=C1)P(C1=CC=CC=C1)C1=CC=CC=C1 (triphenylphosphine). The solvent is O1CCCC1 (tetrahydrofuran). Product: BrCCNC1=C(C(N(C2=CC=CC=C12)C1=CC=CC=C1)=O)C(=O)OCC (ethyl 4-(2-bromoethylamino)-2-oxo-1-phenyl-1,2-dihydroquinoline-3-carboxylate). Yield: 74.6%. Reaction SMILES: O[CH2:2][CH2:3][NH:4][C:5]1[C:14]2[C:9](=[CH:10][CH:11]=[CH:12][CH:13]=2)[N:8]([C:15]2[CH:20]=[CH:19][CH:18]=[CH:17][CH:16]=2)[C:7](=[O:21])[C:6]=1[C:22]([O:24][CH2:25][CH3:26])=[O:23].C(Br)(Br)(Br)[Br:28].C1(P(C2C=CC=CC=2)C2C=CC=CC=2)C=CC=CC=1>O1CCCC1>[Br:28][CH2:2][CH2:3][NH:4][C:5]1[C:14]2[C:9](=[CH:10][CH:11]=[CH:12][CH:13]=2)[N:8]([C:15]2[CH:20]=[CH:19][CH:18]=[CH:17][CH:16]=2)[C:7](=[O:21])[C:6]=1[C:22]([O:24][CH2:25][CH3:26])=[O:23]. Reported procedure: Dissolved in 30 ml of tetrahydrofuran were 0.352 g (1 mmol) of ethyl 4-(2-hydroxyethylamino)-2-oxo-1-phenyl-1,2-dihydroquinoline-3-carboxylate, 0.67 g (2 mmol) of carbon tetrabromide and 0.531 g (2 mmol) of triphenylphosphine, followed by a reaction at room temperature for 5 hours. The insoluble matter was filtered off, and the organic layer was concentrated under reduced pressure. The resulting residue was purified by chromatography on a silica gel column and then recrystallized from ethyl acet...